Dataset: the Open Reaction Database (ORD), a public repository of structured organic reaction records. Task: describe an organic reaction: reactants, conditions, products, and yield Reactants: COC=1C=C(CC2N(CCCC3=C2C=C(C(=C3)OC)OC)C(C(=O)O)C3=CC=CC=C3)C=CC1OC ([1-(3,4-dimethoxy-benzyl)-7,8-dimethoxy-1,3,4,5-tetrahydro-benzo[c]azepin-2-yl]-phenyl-acetic acid), Cl.N1=C(C=NC=C1)CN (C-pyrazin-2-yl-methylamine hydrochloride). Yields the product COC=1C=C(CC2N(CCCC3=C2C=C(C(=C3)OC)OC)C(C(=O)NCC3=NC=CN=C3)C3=CC=CC=C3)C=CC1OC (2-[1-(3,4-Dimethoxy-benzyl)-7,8-dimethoxy-1,3,4,5-tetrahydro-benzo[c]azepin-2-yl]-2-phenyl-N-pyrazin-2-ylmethyl-acetamide). As a reaction SMILES: [CH3:1][O:2][C:3]1[CH:4]=[C:5]([CH:32]=[CH:33][C:34]=1[O:35][CH3:36])[CH2:6][CH:7]1[C:13]2[CH:14]=[C:15]([O:20][CH3:21])[C:16]([O:18][CH3:19])=[CH:17][C:12]=2[CH2:11][CH2:10][CH2:9][N:8]1[CH:22]([C:26]1[CH:31]=[CH:30][CH:29]=[CH:28][CH:27]=1)[C:23]([OH:25])=O.Cl.[N:38]1[CH:43]=[CH:42][N:41]=[CH:40][C:39]=1[CH2:44][NH2:45]>>[CH3:1][O:2][C:3]1[CH:4]=[C:5]([CH:32]=[CH:33][C:34]=1[O:35][CH3:36])[CH2:6][CH:7]1[C:13]2[CH:14]=[C:15]([O:20][CH3:21])[C:16]([O:18][CH3:19])=[CH:17][C:12]=2[CH2:11][CH2:10][CH2:9][N:8]1[CH:22]([C:26]1[CH:27]=[CH:28][CH:29]=[CH:30][CH:31]=1)[C:23]([NH:45][CH2:44][C:39]1[CH:40]=[N:41][CH:42]=[CH:43][N:38]=1)=[O:25] |f:1.2|. Reported procedure: prepared by reaction of [1-(3,4-dimethoxy-benzyl)-7,8-dimethoxy-1,3,4,5-tetrahydro-benzo[c]azepin-2-yl]-phenyl-acetic acid with C-pyrazin-2-yl-methylamine hydrochloride.